From a dataset of the Open Reaction Database (ORD), a public repository of structured organic reaction records. describe an organic reaction: reactants, conditions, products, and yield Starting materials: NCCCP(OC(C)C)(=O)CC (isopropyl 3-aminopropyl(ethyl)-phosphinate), mlof, Cl (hydrochloric acid). Run at time 14 hour. The product is NCCCP(O)(=O)CC (3-aminopropyl(ethyl)phosphinic acid). RXN SMILES: [NH2:1][CH2:2][CH2:3][CH2:4][P:5]([CH2:11][CH3:12])(=[O:10])[O:6]C(C)C.Cl>>[NH2:1][CH2:2][CH2:3][CH2:4][P:5]([CH2:11][CH3:12])(=[O:6])[OH:10]. Reported procedure: A mixture of 7.73 g of isopropyl 3-aminopropyl(ethyl)-phosphinate and 40 mlof 20% hydrochloric acid is refluxed with stirring for 14 hours. The clear solution is evaporated to dryness and the residue is recrystallized from methanol/propylenoxide to give 3-aminopropyl(ethyl)phosphinic acid as a white solid, m.p. 233°-239°; 1H-NMR (D2O): 0.4-1.8 (m, 9H, PCH2CH2 and PCH2CH3); 2.7 (t, 2H, NCH2); 4.55 (s, 3H, OH, NH2). Reactants: [Li]CCCC (n-BuLi), [NH4+].[Cl-] (NH4Cl), BrC1=C(C(=C(C(=C1C)OCC1=CC=CC=C1)C)C)OCC1=CC=CC=C1 (2-Bromo-1,4-bis(benzyloxy)-3,5,6-trimethylbenzene), CN(C)C=O (DMF). The solvent is CCOC(=O)C (EtOAc), CCOCC (Et2O), C1(=CC=CC=C1)C (toluene), O (H2O). Run at temperature 0 celsius, time 20 minute. Yields the product C(C1=CC=CC=C1)OC1=C(C=O)C(=C(C(=C1C)C)OCC1=CC=CC=C1)C (2,5-bis(benzyloxy)-3,4,6-trimethylbenzaldehyde). Yield: 89.0%. RXN SMILES: Br[C:2]1[C:7]([CH3:8])=[C:6]([O:9][CH2:10][C:11]2[CH:16]=[CH:15][CH:14]=[CH:13][CH:12]=2)[C:5]([CH3:17])=[C:4]([CH3:18])[C:3]=1[O:19][CH2:20][C:21]1[CH:26]=[CH:25][CH:24]=[CH:23][CH:22]=1.[Li]CCCC.CN([CH:35]=[O:36])C.[NH4+].[Cl-]>CCOC(C)=O.O.CCOCC.C1(C)C=CC=CC=1>[CH2:20]([O:19][C:3]1[C:4]([CH3:18])=[C:5]([CH3:17])[C:6]([O:9][CH2:10][C:11]2[CH:16]=[CH:15][CH:14]=[CH:13][CH:12]=2)=[C:7]([CH3:8])[C:2]=1[CH:35]=[O:36])[C:21]1[CH:26]=[CH:25][CH:24]=[CH:23][CH:22]=1 |f:3.4|. Reported procedure: 2-Bromo-1,4-bis(benzyloxy)-3,5,6-trimethylbenzene (5.002 g, 12.16 mmol) was dissolved into 25 mL toluene and 25 mL Et2O and cooled to 0° C. To this stirred yellow solution was added 8.2 mL n-BuLi (1.6 M in hexanes, 12.76 mmol, 1.05 equiv.) over ten minutes to give a clear yellow solution. After 20 min at 0° C. the solution became cloudy. To this slightly cloudy solution was added DMF (3 mL, 40 mmol, 2.8 g) which clarified the solution instantly upon addition. After overnight stirring, 50 mL 20% ... The reactants are C1CCOC1, COC(=O)c1cc([N+](=O)[O-])cn1C, [Na+], [OH-], O, O. Product: Cn1cc([N+](=O)[O-])cc1C(=O)O. Reaction SMILES: [CH2:16]1[O:17][CH2:18][CH2:19][CH2:20]1.[CH3:1][n:2]1[c:3]([C:10](=[O:11])[O:12][CH3:13])[cH:4][c:5]([N+:7](=[O:8])[O-:9])[cH:6]1.[Na+:15].[OH-:14].[OH2:21].[OH2:22]>>[CH3:1][n:2]1[c:3]([C:10](=[O:11])[OH:12])[cH:4][c:5]([N+:7](=[O:8])[O-:9])[cH:6]1. Solvent: C1(=CC=CC=C1)C (toluene), C1(=CC=CC=C1)C (toluene), C1(=CC=CC=C1)C (toluene). Product: CC1=NC(=NC(=C1)C)N(C(C(Cl)(Cl)Cl)=O)C1=CC=CC=C1 (N-(4,6-dimethylpyrimidin-2-yl)-N-phenyltrichloroacetamide). As a reaction SMILES: [NH:1]([C:8]1[N:13]=[C:12]([CH3:14])[CH:11]=[C:10]([CH3:15])[N:9]=1)[C:2]1[CH:7]=[CH:6][CH:5]=[CH:4][CH:3]=1.[H-].[Na+].[H][H].[Cl:20][C:21]([Cl:26])([Cl:25])[C:22](Cl)=[O:23]>C1(C)C=CC=CC=1>[CH3:14][C:12]1[CH:11]=[C:10]([CH3:15])[N:9]=[C:8]([N:1]([C:2]2[CH:3]=[CH:4][CH:5]=[CH:6][CH:7]=2)[C:22](=[O:23])[C:21]([Cl:26])([Cl:25])[Cl:20])[N:13]=1 |f:1.2|. Reported procedure: A solution of 2-anilino-4,6-dimethylpyrimidine (5 g) in toluene was added to a suspension of sodium hydride in oil (0.75 g of an 80% suspension) in toluene (100 ml) and the mixture was heated under reflux until evolution of hydrogen ceased. A solution of trichloroacetyl chloride (2.8 ml) in toluene (20 ml) was added dropwise at room temperature and the mixture heated at 80° for one hour. It was then worked up by filtration through silica using dichloromethane as eluent. The solvent was evaporate... Starting materials: [H][H] (hydrogen), ClC(C(=O)Cl)(Cl)Cl (trichloroacetyl chloride), N(C1=CC=CC=C1)C1=NC(=CC(=N1)C)C (2-anilino-4,6-dimethylpyrimidine), [H-].[Na+] (sodium hydride), suspension.